describe an organic reaction: reactants, conditions, products, and yield From a dataset of the Open Reaction Database (ORD), a public repository of structured organic reaction records. Reactants: ClC=1C(=C(C=C(C(=O)OCC)C1)O)O (Ethyl 5-chloro-3,4-dihydroxybenzoate), COC1=CC=C(CBr)C=C1 (p-methoxybenzyl bromide), C([O-])([O-])=O.[K+].[K+] (potassium carbonate). The solvent is CN(C=O)C (dimethylformamide). Product: ClC=1C(=C(C=C(C(=O)OCC)C1)OCC1=CC=C(C=C1)OC)OCC1=CC=C(C=C1)OC (ethyl 5-chloro-3,4-bis(p-methoxybenzyloxy)benzoate). Reaction SMILES: [Cl:1][C:2]1[C:3]([OH:14])=[C:4]([OH:13])[CH:5]=[C:6]([CH:12]=1)[C:7]([O:9][CH2:10][CH3:11])=[O:8].[CH3:15][O:16][C:17]1[CH:24]=[CH:23][C:20]([CH2:21]Br)=[CH:19][CH:18]=1.[C:25](=[O:28])([O-])[O-].[K+].[K+]>CN(C)C=O>[Cl:1][C:2]1[C:3]([O:14][CH2:7][C:6]2[CH:12]=[CH:2][C:3]([O:28][CH3:25])=[CH:4][CH:5]=2)=[C:4]([O:13][CH2:21][C:20]2[CH:23]=[CH:24][C:17]([O:16][CH3:15])=[CH:18][CH:19]=2)[CH:5]=[C:6]([CH:12]=1)[C:7]([O:9][CH2:10][CH3:11])=[O:8] |f:2.3.4|. Procedure: Ethyl 5-chloro-3,4-dihydroxybenzoate is p-methoxybenzylated with p-methoxybenzyl bromide and potassium carbonate in dimethylformamide to give ethyl 5-chloro-3,4-bis(p-methoxybenzyloxy)benzoate. This is hydrolyzed with sodium hydroxide to give 5-chloro-3,4-di(p-methoxybenzyloxy)benzoic acid. Reactants: CC(C)COC(=O)Cl, C1CCOC1, C1CCOC1, CN1CCOCC1, CNOC, ClCCl, Cl, O=C(O)CCc1ccc(F)cc1, O. The product is CON(C)C(=O)CCc1ccc(F)cc1. As a reaction SMILES: [CH2:20]([O:21][C:22]([Cl:23])=[O:24])[CH:25]([CH3:26])[CH3:27].[CH2:33]1[O:34][CH2:35][CH2:36][CH2:37]1.[CH2:38]1[O:39][CH2:40][CH2:41][CH2:42]1.[CH3:13][N:14]1[CH2:15][CH2:16][O:17][CH2:18][CH2:19]1.[CH3:29][NH:30][O:31][CH3:32].[Cl:44][CH2:45][Cl:46].[ClH:28].[F:1][c:2]1[cH:3][cH:4][c:5]([CH2:8][CH2:9][C:10](=[O:11])[OH:12])[cH:6][cH:7]1.[OH2:43]>>[F:1][c:2]1[cH:3][cH:4][c:5]([CH2:8][CH2:9][C:10](=[O:12])[N:30]([CH3:29])[O:31][CH3:32])[cH:6][cH:7]1.